Dataset: the Open Reaction Database (ORD), a public repository of structured organic reaction records. Task: describe an organic reaction: reactants, conditions, products, and yield Reaction conditions: time 1 hour. RXN SMILES: [ClH:1].[C:2]1([CH2:8][CH2:9][N:10]2[CH2:15][CH2:14][N:13]([CH2:16][CH2:17][CH2:18][NH:19][C:20]([C:22]3[S:32][C:31]4[N:33]5[C:24](=[CH:25][N:26]=[C:27]5[CH:28]=[CH:29][CH:30]=4)[CH:23]=3)=[O:21])[C:12](=[O:34])[CH2:11]2)[CH:7]=[CH:6][CH:5]=[CH:4][CH:3]=1>C(O)C>[ClH:1].[ClH:1].[C:2]1([CH2:8][CH2:9][N:10]2[CH2:15][CH2:14][N:13]([CH2:16][CH2:17][CH2:18][NH:19][C:20]([C:22]3[S:32][C:31]4[N:33]5[C:24](=[CH:25][N:26]=[C:27]5[CH:28]=[CH:29][CH:30]=4)[CH:23]=3)=[O:21])[C:12](=[O:34])[CH2:11]2)[CH:7]=[CH:6][CH:5]=[CH:4][CH:3]=1 |f:3.4.5|. Reported procedure: Concentrated hydrochloric acid (0.8 ml) was added to a stirred solution of N-[3-[4-(2-phenylethan-1-yl)-2-oxopiperazin-1-yl]propan-1-yl]-5-thia-1,8b-diazaacenaphthylene-4-carboxamide (369 mg, 0.799 mmol) in ethanol (5.0 ml) at room temperature. After stirring at room temperature for 1 hour, the reaction mixture was concentrated in vacuo to give N-[3-[4-(2-phenylethan-1-yl)2-oxopiperazin-1-yl]propan-1-yl]-5-thia-1,8b-diazaacenaphthylene-4-carboxamide dihydrochloride as an orange amorphous powder ... The yield is 99.0%. Reactants: Cl (hydrochloric acid), C1(=CC=CC=C1)CCN1CC(N(CC1)CCCNC(=O)C1=CC2=CN=C3C=CC=C(S1)N32)=O (N-[3-[4-(2-phenylethan-1-yl)-2-oxopiperazin-1-yl]propan-1-yl]-5-thia-1,8b-diazaacenaphthylene-4-carboxamide). The product is Cl.Cl.C1(=CC=CC=C1)CCN1CC(N(CC1)CCCNC(=O)C1=CC2=CN=C3C=CC=C(S1)N32)=O (N-[3-[4-(2-phenylethan-1-yl)2-oxopiperazin-1-yl]propan-1-yl]-5-thia-1,8b-diazaacenaphthylene-4-carboxamide dihydrochloride), powder. Solvent: C(C)O (ethanol). Reactants: F[C@@H]1CN(CC[C@H]1C1=CC(=C(C=C1)OC)F)C1C(N(CC1)CC1=CC(=C(C=C1)C)F)=O (3-((3S,4S)-3-fluoro-4-(3-fluoro-4-methoxyphenyl)piperidin-1-yl)-1-(3-fluoro-4-methylbenzyl)-pyrrolidin-2-one), F[C@@H]1CN(CC[C@H]1C1=CC(=C(C=C1)OC)F)C1C(N(CC1)CC1=CC(=C(C=C1)C)F)=O (3-((3S,4S)-3-fluoro-4-(3-fluoro-4-methoxyphenyl)piperidin-1-yl)-1-(3-fluoro-4-methylbenzyl)-pyrrolidin-2-one), B(Br)(Br)Br (boron tribromide). The solvent is C(Cl)Cl (DCM). Conditions: time 3 hour. Yields the product F[C@@H]1CN(CC[C@H]1C1=CC(=C(C=C1)O)F)C1C(N(CC1)CC1=CC(=C(C=C1)C)F)=O (3-((3S,4S)-3-fluoro-4-(3-fluoro-4-hydroxyphenyl)piperidin-1-yl)-1-(3-fluoro-4-methyl-benzyl)pyrrolidin-2-one). The yield is 33.6%. As a reaction SMILES: [F:1][C@H:2]1[C@H:7]([C:8]2[CH:13]=[CH:12][C:11]([O:14]C)=[C:10]([F:16])[CH:9]=2)[CH2:6][CH2:5][N:4]([CH:17]2[CH2:21][CH2:20][N:19]([CH2:22][C:23]3[CH:28]=[CH:27][C:26]([CH3:29])=[C:25]([F:30])[CH:24]=3)[C:18]2=[O:31])[CH2:3]1.B(Br)(Br)Br>C(Cl)Cl>[F:1][C@H:2]1[C@H:7]([C:8]2[CH:13]=[CH:12][C:11]([OH:14])=[C:10]([F:16])[CH:9]=2)[CH2:6][CH2:5][N:4]([CH:17]2[CH2:21][CH2:20][N:19]([CH2:22][C:23]3[CH:28]=[CH:27][C:26]([CH3:29])=[C:25]([F:30])[CH:24]=3)[C:18]2=[O:31])[CH2:3]1. Procedure details: To a stirring solution of 3-((3S,4S)-3-fluoro-4-(3-fluoro-4-methoxyphenyl)piperidin-1-yl)-1-(3-fluoro-4-methylbenzyl)pyrrolidin-2-one (60 mg, 0.14 mmol, diastereomeric mixture from step H) in 10 mL of DCM at −78° C. was added 2.5 mL of boron tribromide (2.5 mmole) and the mixture allowed to warm to rt and stirred for 3 h. The reaction mixture was then cooled to 0° C. and quenched with saturated NaHCO3 solution. The mixture was then diluted with DCM and the organic layer was separated and evapora... Starting materials: COc1cc2cc(C(=O)OC(C)(C)C)c(N)cc2cc1O, C1CCOC1, OCCN1CCOCC1, c1ccc(P(c2ccccc2)c2ccccn2)cc1. Product: COc1cc2cc(C(=O)OC(C)(C)C)c(N)cc2cc1OCCN1CCOCC1. Reaction SMILES: [C:1]([CH3:2])([CH3:3])([CH3:4])[O:5][C:6](=[O:7])[c:8]1[cH:9][c:10]2[cH:11][c:12]([O:20][CH3:21])[c:13]([OH:19])[cH:14][c:15]2[cH:16][c:17]1[NH2:18].[O:50]1[CH2:51][CH2:52][CH2:53][CH2:54]1.[OH:22][CH2:23][CH2:24][N:25]1[CH2:26][CH2:27][O:28][CH2:29][CH2:30]1.[c:31]1([P:32]([c:33]2[cH:34][cH:35][cH:36][cH:37][cH:38]2)[c:39]2[cH:40][cH:41][cH:42][cH:43][n:44]2)[cH:45][cH:46][cH:47][cH:48][cH:49]1>>[C:1]([CH3:2])([CH3:3])([CH3:4])[O:5][C:6](=[O:7])[c:8]1[cH:9][c:10]2[cH:11][c:12]([O:20][CH3:21])[c:13]([O:19][CH2:23][CH2:24][N:25]3[CH2:26][CH2:27][O:28][CH2:29][CH2:30]3)[cH:14][c:15]2[cH:16][c:17]1[NH2:18]. Starting materials: CC#CCOc1ccc(S(=O)(=O)NCCC(=O)OC(C)(C)C)cc1, CN(C)C=O, CCOC(C)=O, [H-], CI, [Na+]. Product: CC#CCOc1ccc(S(=O)(=O)N(C)CCC(=O)OC(C)(C)C)cc1. RXN SMILES: [CH2:1]([C:2]#[C:3][CH3:4])[O:5][c:6]1[cH:7][cH:8][c:9]([S:12](=[O:13])(=[O:14])[NH:15][CH2:16][CH2:17][C:18](=[O:19])[O:20][C:21]([CH3:22])([CH3:23])[CH3:24])[cH:10][cH:11]1.[CH3:29][N:30]([CH3:31])[CH:32]=[O:33].[CH3:34][CH2:35][O:36][C:37](=[O:38])[CH3:39].[H-:25].[I:27][CH3:28].[Na+:26]>>[CH2:1]([C:2]#[C:3][CH3:4])[O:5][c:6]1[cH:7][cH:8][c:9]([S:12](=[O:13])(=[O:14])[N:15]([CH2:16][CH2:17][C:18](=[O:19])[O:20][C:21]([CH3:22])([CH3:23])[CH3:24])[CH3:28])[cH:10][cH:11]1. Starting materials: CCN=C=NCCCN(C)C, COc1cc2ncnc(Oc3ccc(OCC(=O)O)cc3)c2cc1OC, COc1cccc(CN)c1, ClC(Cl)Cl, Cl, [Na+], O, On1nnc2ccccc21, O=C([O-])O. Yields the product COc1cccc(CNC(=O)COc2ccc(Oc3ncnc4cc(OC)c(OC)cc34)cc2)c1. As a reaction SMILES: [CH2:28]([N:29]=[C:30]=[N:31][CH2:32][CH2:33][CH2:34][N:35]([CH3:36])[CH3:37])[CH3:38].[CH3:1][O:2][c:3]1[cH:4][c:5]2[c:6]([O:15][c:16]3[cH:17][cH:18][c:19]([O:20][CH2:21][C:22](=[O:23])[OH:24])[cH:25][cH:26]3)[n:7][cH:8][n:9][c:10]2[cH:11][c:12]1[O:13][CH3:14].[CH3:50][O:51][c:52]1[cH:53][c:54]([CH2:55][NH2:56])[cH:57][cH:58][cH:59]1.[CH:65]([Cl:66])([Cl:67])[Cl:68].[ClH:27].[Na+:60].[OH2:49].[OH:39][n:40]1[c:41]2[c:42]([cH:43][cH:44][cH:45][cH:46]2)[n:47][n:48]1.[OH:61][C:62](=[O:63])[O-:64]>>[CH3:1][O:2][c:3]1[cH:4][c:5]2[c:6]([O:15][c:16]3[cH:17][cH:18][c:19]([O:20][CH2:21][C:22](=[O:24])[NH:56][CH2:55][c:54]4[cH:53][c:52]([O:51][CH3:50])[cH:59][cH:58][cH:57]4)[cH:25][cH:26]3)[n:7][cH:8][n:9][c:10]2[cH:11][c:12]1[O:13][CH3:14]. Starting materials: O=C1c2ccccc2C(=O)N1CCCBr, O=C([O-])[O-], COc1cc2c(Oc3cc4ccccc4nc3C)ccnc2cc1O, CN(C)C=O, [K+], [K+]. Yields the product COc1cc2c(Oc3cc4ccccc4nc3C)ccnc2cc1OCCCN1C(=O)c2ccccc2C1=O. As a reaction SMILES: [Br:26][CH2:27][CH2:28][CH2:29][N:30]1[C:31](=[O:40])[c:32]2[cH:33][cH:34][cH:35][cH:36][c:37]2[C:38]1=[O:39].[C:41](=[O:42])([O-:43])[O-:44].[CH3:1][O:2][c:3]1[cH:4][c:5]2[c:6]([O:14][c:15]3[c:16]([CH3:25])[n:17][c:18]4[cH:19][cH:20][cH:21][cH:22][c:23]4[cH:24]3)[cH:7][cH:8][n:9][c:10]2[cH:11][c:12]1[OH:13].[CH3:47][N:48]([CH3:49])[CH:50]=[O:51].[K+:45].[K+:46]>>[CH3:1][O:2][c:3]1[cH:4][c:5]2[c:6]([O:14][c:15]3[c:16]([CH3:25])[n:17][c:18]4[cH:19][cH:20][cH:21][cH:22][c:23]4[cH:24]3)[cH:7][cH:8][n:9][c:10]2[cH:11][c:12]1[O:13][CH2:27][CH2:28][CH2:29][N:30]1[C:31](=[O:40])[c:32]2[cH:33][cH:34][cH:35][cH:36][c:37]2[C:38]1=[O:39]. Starting materials: C(=O)(O)[C@H](CC=C)[C@@H]1OC(OC1=O)(C)C ((4S)-4-[(1R)-1-carboxy-but-3-enyl]-2,2-dimethyl-1,3-dioxolan-5-one), Cl.N[C@H](C(=O)N[C@H](C)C1=CC=CC=C1)C(C)(C)C ((2S)-Amino-3,3-dimethyl-N-[(1R)-1-phenylethyl]butanamide hydrochloride), C(C)(C)N(CC)C(C)C (diisopropylethylamine), ON1N=NC2=C1N=CC=C2 (1-hydroxy-7-aza-1H-1,2,3-benzotriazole), Cl.CN(C)CCCN=C=NCC (N-(Dimethylaminopropyl)-N′-ethylcarbodiimide hydrochloride). The solvent is ClCCl (dichloromethane). Run at temperature 0 celsius, time 45 minute. Yields the product CC1(OC([C@@H](O1)[C@H](C(=O)N[C@@H](C(C)(C)C)C(=O)N[C@H](C)C1=CC=CC=C1)CC=C)=O)C ((2R)-2-[(4S)-2,2-dimethyl-5-oxo-1,3-dioxolan-4-yl]-N-[(1S)-2,2-dimethyl-1-({[(1R)-1-phenylethyl]amino}carbonyl)propyl]pent-4-enamide). As a reaction SMILES: [C:1]([C@@H:4]([C@H:8]1[C:12](=[O:13])[O:11][C:10]([CH3:15])([CH3:14])[O:9]1)[CH2:5][CH:6]=[CH2:7])([OH:3])=O.ON1C2N=CC=CC=2N=N1.Cl.CN(CCCN=C=NCC)C.Cl.[NH2:39][C@@H:40]([C:52]([CH3:55])([CH3:54])[CH3:53])[C:41]([NH:43][C@@H:44]([C:46]1[CH:51]=[CH:50][CH:49]=[CH:48][CH:47]=1)[CH3:45])=[O:42].C(N(C(C)C)CC)(C)C>ClCCl>[CH3:14][C:10]1([CH3:15])[O:9][C@@H:8]([C@@H:4]([CH2:5][CH:6]=[CH2:7])[C:1]([NH:39][C@H:40]([C:41]([NH:43][C@@H:44]([C:46]2[CH:47]=[CH:48][CH:49]=[CH:50][CH:51]=2)[CH3:45])=[O:42])[C:52]([CH3:53])([CH3:54])[CH3:55])=[O:3])[C:12](=[O:13])[O:11]1 |f:2.3,4.5|. Procedure details: A portion of the crude (4S)-4-[(1R)-1-carboxy-but-3-enyl]-2,2-dimethyl-1,3-dioxolan-5-one from b) above (calculated from the NMR to contain 1.54 g, 7.19 mmol) and 1-hydroxy-7-aza-1H-1,2,3-benzotriazole (1.09 g, 7.55 mmol) in anhydrous dichloromethane (30 mL) were mixed and cooled to 0° C. under nitrogen. N-(Dimethylaminopropyl)-N′-ethylcarbodiimide hydrochloride (1.60 g, 8.27 mmol) was added, and the mixture was stirred for 1.5 h at 0° C. (2S)-Amino-3,3-dimethyl-N-[(1R)-1-phenylethyl]butanamide ...